This data is from the Open Reaction Database (ORD), a public repository of structured organic reaction records. The task is: describe an organic reaction: reactants, conditions, products, and yield Starting materials: [OH-].[Na+] (Sodium hydroxide), C1(=C(C=CC=C1)N)N (1,2-phenylenediamine), COC=1C=C(C=O)C=C(C1OC)OC (3,4,5-trimethoxybenzaldehyde), ClC=1C(C(=C(C(C1Cl)=O)C#N)C#N)=O (2,3-dichloro-5,6-dicyano-1,4-benzoquinone). Procedure details: To a solution of 1,2-phenylenediamine (30 mmole, 3.24 g) and 3,4,5-trimethoxybenzaldehyde (30 mmole, 5.89 g) in acetonitrile (75 ml) is added 2,3-dichloro-5,6-dicyano-1,4-benzoquinone (DDQ) (30 mmole, 6.81 g), and the mixture is stirred 18 hours at room temperature. Sodium hydroxide (0.5M, 120 ml) is added, and the mixture is stirred over night at room temperature. The dark precipitate is filtered off and is digested with ethanol (30 ml) to give the title product as a brown solid (14%). (R1=hydr... Yields the product COC=1C=C(C=C(C1OC)OC)C1=NC2=C(N1)C=CC=C2 (2-(3,4,5-Trimethoxyphenyl)-1H-Benzimidazole). Isolated yield 14.0%. Reaction conditions: time 18 hour. Run in C(C)#N (acetonitrile). As a reaction SMILES: [C:1]1([NH2:8])[CH:6]=[CH:5][CH:4]=[CH:3][C:2]=1[NH2:7].[CH3:9][O:10][C:11]1[CH:12]=[C:13]([CH:16]=[C:17]([O:21][CH3:22])[C:18]=1[O:19][CH3:20])[CH:14]=O.ClC1C(=O)C(C#N)=C(C#N)C(=O)C=1Cl.[OH-].[Na+]>C(#N)C>[CH3:22][O:21][C:17]1[CH:16]=[C:13]([C:14]2[NH:8][C:1]3[CH:6]=[CH:5][CH:4]=[CH:3][C:2]=3[N:7]=2)[CH:12]=[C:11]([O:10][CH3:9])[C:18]=1[O:19][CH3:20] |f:3.4|. Reactants: COC(=O)C(CC1CCCC1)n1ncc(OC)cc1=O, CO, [Na+], [OH-]. Product: COc1cnn(C(CC2CCCC2)C(=O)O)c(=O)c1. RXN SMILES: [CH3:1][O:2][C:3]([CH:4]([CH2:5][CH:6]1[CH2:7][CH2:8][CH2:9][CH2:10]1)[n:11]1[n:12][cH:13][c:14]([O:18][CH3:19])[cH:15][c:16]1=[O:17])=[O:20].[CH3:23][OH:24].[Na+:22].[OH-:21]>>[O:2]=[C:3]([CH:4]([CH2:5][CH:6]1[CH2:7][CH2:8][CH2:9][CH2:10]1)[n:11]1[n:12][cH:13][c:14]([O:18][CH3:19])[cH:15][c:16]1=[O:17])[OH:20]. Reactants: [Li]C=1C=CC=CC1 (PhLi), C1(=CC=CC=C1)P(C=1C=CC=C2C=CC=NC12)C1=CC=CC=C1 (8-Diphenylphoshinoquinoline), [NH4+].[Cl-] (NH4Cl). Run in C1CCOC1 (THF). Run at temperature 0 celsius, time 10 minute. Yields the product C1(=CC=CC=C1)P(C=1C=CC=C2C=CC(NC12)C1=CC=CC=C1)C1=CC=CC=C1 (8-Diphenylphosphino-2-phenyl-1,2-dihydroquinoline). Yield: 100.1%. Reaction SMILES: [Li][C:2]1[CH:3]=[CH:4][CH:5]=[CH:6][CH:7]=1.[C:8]1([P:14]([C:25]2[CH:30]=[CH:29][CH:28]=[CH:27][CH:26]=2)[C:15]2[CH:16]=[CH:17][CH:18]=[C:19]3[C:24]=2[N:23]=[CH:22][CH:21]=[CH:20]3)[CH:13]=[CH:12][CH:11]=[CH:10][CH:9]=1.[NH4+].[Cl-]>C1COCC1>[C:25]1([P:14]([C:8]2[CH:9]=[CH:10][CH:11]=[CH:12][CH:13]=2)[C:15]2[CH:16]=[CH:17][CH:18]=[C:19]3[C:24]=2[NH:23][CH:22]([C:2]2[CH:3]=[CH:4][CH:5]=[CH:6][CH:7]=2)[CH:21]=[CH:20]3)[CH:26]=[CH:27][CH:28]=[CH:29][CH:30]=1 |f:2.3|. Procedure details: PhLi (0.56 mL, 1.8M in di-n-butyl ether, 1 mmol) was added to a stirred solution of 8-diphenylphoshinoquinoline (1) (156 mg, 0.5 mmol) in dry THF (5 mL) at −78° C. and the solution was stirred at 0° C. for 10 minutes. The solution was then cooled to −78° C., saturated aqueous NH4Cl solution (10 mL) was added and the mixture was warmed to room temperature. Products were extracted with EtOAc, washed with water and saturated aqueous NaCl, dried (MgSO4) and evaporated to give 4 (196 mg) quantitative...